From a dataset of the Open Reaction Database (ORD), a public repository of structured organic reaction records. describe an organic reaction: reactants, conditions, products, and yield The reactants are CC1=C(C(=C(C(=C1CCl)C)C)C)C (pentamethylbenzyl chloride), sodium cyclopentadienyl. Solvent: C1CCOC1 (THF). Run at temperature -20 celsius, time 48 hour. Product: CC1C(=C(C(=C1C)C)C)C (pentamethylcyclopentadiene). Yield: 117.4%. As a reaction SMILES: CC1[C:7]([CH2:8]Cl)=[C:6]([CH3:10])[C:5]([CH3:11])=[C:4]([CH3:12])[C:3]=1[CH3:13]>C1COCC1>[CH3:13][CH:3]1[C:4]([CH3:12])=[C:5]([CH3:11])[C:6]([CH3:10])=[C:7]1[CH3:8]. Procedure: A 250 ml roundbottom flask equipped with a condenser, stirrer, thermometer and dropping funnel with nitrogen inlet was charged with 100 ml THF in which pentamethylbenzyl chloride (19.8 g, 0.10 mol) was dissolved. The solution was cooled to -20° C. and sodium cyclopentadienyl (60 ml, 2.0 M in THF) was added; the solution was stirred for 48 hours at 22° C. GC analysis showed 90% conversion to pentamethylcyclopentadienyl. A precipitate was filtered off and the solvent was evaporated. The remaining ... Product: O[C@H](CN1C[C@H](CCC1)C(=O)O)C1=CC=C(C=C1)C1=NOC(=N1)C1=C(C(=NO1)C1=CC=CC=C1)C(F)(F)F ((S)-1-((S)-2-hydroxy-2-(4-(5-(3-phenyl-4-(trifluoromethyl)isoxazol-5-yl)-1,2,4-oxadiazol-3-yl)phenyl)ethyl) piperidine-3-carboxylic acid). RXN SMILES: [OH:1][C@@H:2]([C:15]1[CH:20]=[CH:19][C:18]([C:21]2[N:25]=[C:24]([C:26]3[O:30][N:29]=[C:28]([C:31]4[CH:36]=[CH:35][CH:34]=[CH:33][CH:32]=4)[C:27]=3[C:37]([F:40])([F:39])[F:38])[O:23][N:22]=2)=[CH:17][CH:16]=1)[CH2:3][N:4]1[CH2:9][CH2:8][CH2:7][C@H:6]([C:10]([O:12]CC)=[O:11])[CH2:5]1>Cl.C(#N)C>[OH:1][C@@H:2]([C:15]1[CH:16]=[CH:17][C:18]([C:21]2[N:25]=[C:24]([C:26]3[O:30][N:29]=[C:28]([C:31]4[CH:36]=[CH:35][CH:34]=[CH:33][CH:32]=4)[C:27]=3[C:37]([F:40])([F:39])[F:38])[O:23][N:22]=2)=[CH:19][CH:20]=1)[CH2:3][N:4]1[CH2:9][CH2:8][CH2:7][C@H:6]([C:10]([OH:12])=[O:11])[CH2:5]1. Reaction conditions: time 8 hour. Procedure: (S)-Ethyl 1-((S)-2-hydroxy-2-(4-(5-(3-phenyl-4-(trifluoromethyl)isoxazol-5-yl)-1,2,4-oxadiazol-3-yl)phenyl)ethyl)piperidine-3-carboxylate (89 mg, 0.16 mmol) was heated at 50° C. in 6N HCl (5 mL) in acetonitrile (5 mL). The reaction mixture was stirred overnight and then filtered and purified by HPLC. HPLC conditions: PHENOMENEX® Luna C18 5 micron column (250×30mm); 25-100% CH3CN/water (0.1% TFA); 25 minute gradient; 30 mL/min. Isolated fractions with correct mass were freeze-dried overnight to y... Run in Cl (HCl), C(C)#N (acetonitrile). Reactants: O[C@H](CN1C[C@H](CCC1)C(=O)OCC)C1=CC=C(C=C1)C1=NOC(=N1)C1=C(C(=NO1)C1=CC=CC=C1)C(F)(F)F ((S)-Ethyl 1-((S)-2-hydroxy-2-(4-(5-(3-phenyl-4-(trifluoromethyl)isoxazol-5-yl)-1,2,4-oxadiazol-3-yl)phenyl)ethyl)piperidine-3-carboxylate). Yield: 42.6%. Starting materials: C(C)OC(CC=1C=NN(C1C1=CC=CC=C1)CC1=CC=CC=C1)=O (ethyl(1-benzyl-5-phenyl-1H-pyrazol-4-yl)acetate), C(=O)O (formic acid). Reagents/catalysts: [C].[Pd] (palladium-carbon). Run in C(C)O (ethanol). Yields the product C1(=CC=CC=C1)C1=NNC=C1CC(=O)OCC (ethyl (3-phenyl-1H-pyrazol-4-yl)acetate). The yield is 90.1%. RXN SMILES: [CH2:1]([O:3][C:4](=[O:24])[CH2:5][C:6]1[CH:7]=[N:8][N:9](CC2C=CC=CC=2)[C:10]=1[C:11]1[CH:16]=[CH:15][CH:14]=[CH:13][CH:12]=1)[CH3:2].C(O)=O>[C].[Pd].C(O)C>[C:11]1([C:10]2[C:6]([CH2:5][C:4]([O:3][CH2:1][CH3:2])=[O:24])=[CH:7][NH:8][N:9]=2)[CH:12]=[CH:13][CH:14]=[CH:15][CH:16]=1 |f:2.3|. Procedure details: A mixture of ethyl(1-benzyl-5-phenyl-1H-pyrazol-4-yl)acetate (3.60 g), 5% palladium-carbon (7.00 g), formic acid (40 ml), and ethanol (150 ml) was refluxed for 2 hours. After the palladium-carbon was removed by filtration, the filtrate was concentrated. The residue was dissolved in ethyl acetate, washed with saturated aqueous sodium bicarbonate and then with saturated aqueous sodium chloride solution, dried (MgSO4), and concentrated to obtain ethyl (3-phenyl-1H-pyrazol-4-yl)acetate (2.33 g, yiel... The reactants are ClC=1C=C(C=C(C1)C#N)OC=1C(=C(C=CC1C(F)F)CNC(OC(C)(C)C)=O)F (1,1-dimethylethyl {[3-[(3-chloro-5-cyanophenyl)oxy]-4-(difluoromethyl)-2-fluorophenyl]methyl}carbamate), C(=O)(C(F)(F)F)O (TFA). Solvent: ClCCl (dichloromethane). Yields the product NCC=1C(=C(C(=CC1)C(F)F)OC=1C=C(C#N)C=C(C1)Cl)F (3-{[3-(aminomethyl)-6-(difluoromethyl)-2-fluorophenyl]oxy}-5-chlorobenzonitrile). As a reaction SMILES: [Cl:1][C:2]1[CH:3]=[C:4]([O:10][C:11]2[C:12]([F:29])=[C:13]([CH2:20][NH:21]C(=O)OC(C)(C)C)[CH:14]=[CH:15][C:16]=2[CH:17]([F:19])[F:18])[CH:5]=[C:6]([C:8]#[N:9])[CH:7]=1.C(O)(C(F)(F)F)=O>ClCCl>[NH2:21][CH2:20][C:13]1[C:12]([F:29])=[C:11]([O:10][C:4]2[CH:5]=[C:6]([CH:7]=[C:2]([Cl:1])[CH:3]=2)[C:8]#[N:9])[C:16]([CH:17]([F:19])[F:18])=[CH:15][CH:14]=1. Procedure details: A solution of 1,1-dimethylethyl {[3-[(3-chloro-5-cyanophenyl)oxy]-4-(difluoromethyl)-2-fluorophenyl]methyl}carbamate (0.152 g, 0.356 mmol) and TFA (1.372 ml, 17.81 mmol) in dichloromethane (10 ml) was stirred for 16 h at RT under an atmosphere of nitrogen. The solution was concentrated under vacuum to give the title compound as an orange oil that was used without further purification. 1H NMR (400 MHz, CHLOROFORM-d) δ ppm 7.40-7.52 (m, 2H), 7.31 (s, 1H), 7.23-7.26 (m, 1H), 6.89 (s, 1H), 6.74 (t, ... The reactants are N(=NC(=O)OC(C)C)C(=O)OC(C)C (diisopropyl azodicarboxylate), ClC1=C(C(=CC=C1)Cl)N1C(CCC2=C(C=C(C=C12)O)C1=C(C=C(C=C1)F)F)=O (1-(2,6-dichlorophenyl)-5-(2,4-difluorophenyl)-3,4-dihydro-7-hydroxy-2(1H)-quinolinone), ClC1=C(C(=CC=C1)Cl)N1C(CCC2=C(C=C(C=C12)O)C1=C(C=C(C=C1)F)F)=O (1-(2,6-dichlorophenyl)-5-(2,4-difluorophenyl)-3,4-dihydro-7-hydroxy-2(1H)-quinolinone), C1=CC=C(C=C1)P(C2=CC=CC=C2)C3=CC=CC=C3 (Ph3P), N1(CCCCC1)CCO (1-piperidine ethanol). Solvent: C1CCOC1 (THF). Reaction conditions: temperature 65 celsius, time 1 hour. Yields the product ClC1=C(C(=CC=C1)Cl)N1C(CCC2=C(C=C(C=C12)OCCN1CCCCC1)C1=C(C=C(C=C1)F)F)=O (1-(2,6-Dichlorophenyl)-5-(2,4-difluorophenyl)-3,4-dihydro-7-[2-(1-piperidinyl)ethoxy]-2(1H)-quinolinone). RXN SMILES: [Cl:1][C:2]1[CH:7]=[CH:6][CH:5]=[C:4]([Cl:8])[C:3]=1[N:9]1[C:18]2[C:13](=[C:14]([C:20]3[CH:25]=[CH:24][C:23]([F:26])=[CH:22][C:21]=3[F:27])[CH:15]=[C:16]([OH:19])[CH:17]=2)[CH2:12][CH2:11][C:10]1=[O:28].C1C=CC(P(C2C=CC=CC=2)C2C=CC=CC=2)=CC=1.[N:48]1([CH2:54][CH2:55]O)[CH2:53][CH2:52][CH2:51][CH2:50][CH2:49]1.N(C(OC(C)C)=O)=NC(OC(C)C)=O>C1COCC1>[Cl:1][C:2]1[CH:7]=[CH:6][CH:5]=[C:4]([Cl:8])[C:3]=1[N:9]1[C:18]2[C:13](=[C:14]([C:20]3[CH:25]=[CH:24][C:23]([F:26])=[CH:22][C:21]=3[F:27])[CH:15]=[C:16]([O:19][CH2:55][CH2:54][N:48]3[CH2:53][CH2:52][CH2:51][CH2:50][CH2:49]3)[CH:17]=2)[CH2:12][CH2:11][C:10]1=[O:28]. Procedure details: To a solution of 10 mg of 1-(2,6-dichlorophenyl)-5-(2,4-difluorophenyl)-3,4-dihydro-7-hydroxy-2(1H)-quinolinone (INTERMEDIATE 3) dissolved in 2 mL of anhydrous THF was added 87 mg of Ph3P and 43 mg of 1-piperidine ethanol. The resulting mixture was heated to 65° C. for 10 min. Then 72 mg of diisopropyl azodicarboxylate was added dropwise over 2 min and the mixture was stirred for 1 h at 65° C. The resulting reaction mixture was concentrated and purified by preparative thin-layer chromatography, ... Starting materials: CO (methanol), B (borane), C(CCCCCCCCCCC)(=O)C1=CNC2=CC(=CC=C12)C(=O)OC (methyl 3-(n-dodecanoyl)indole-6-carboxylate), C(C)(=O)OCC (ethyl acetate). The solvent is O (water), O1CCCC1 (tetrahydrofuran), O1CCCC1 (tetrahydrofuran). Reaction conditions: temperature 50 celsius. The product is C(CCCCCCCCCCC)C1=CNC2=CC(=CC=C12)C(=O)OC (methyl 3-(n-dodecyl)-indole-6-carboxylate). Isolated yield 52.3%. As a reaction SMILES: B.[C:2]([C:15]1[C:23]2[C:18](=[CH:19][C:20]([C:24]([O:26][CH3:27])=[O:25])=[CH:21][CH:22]=2)[NH:17][CH:16]=1)(=O)[CH2:3][CH2:4][CH2:5][CH2:6][CH2:7][CH2:8][CH2:9][CH2:10][CH2:11][CH2:12][CH3:13].C(OCC)(=O)C.CO>O1CCCC1.O>[CH2:2]([C:15]1[C:23]2[C:18](=[CH:19][C:20]([C:24]([O:26][CH3:27])=[O:25])=[CH:21][CH:22]=2)[NH:17][CH:16]=1)[CH2:3][CH2:4][CH2:5][CH2:6][CH2:7][CH2:8][CH2:9][CH2:10][CH2:11][CH2:12][CH3:13]. Reported procedure: A solution of borane in tetrahydrofuran (134 ml, of strength 1M) in portions (13×10 ml) was added during 20 minutes to a stirred solution of methyl 3-(n-dodecanoyl)indole-6-carboxylate (19.9 g) in a mixture of dry tetrahydrofuran (330 ml) and dry ethyl acetate (330 ml), the temperature of the reaction being maintained at 50° C. by external warming. The mixture was stirred and refluxed for 1.5 hours and then methanol (330 ml) was added to the refluxing mixture during 10 minutes. The mixture was r... RXN SMILES: [Cl:1][C:2]1[CH:3]=[C:4]([CH3:9])[CH:5]=[CH:6][C:7]=1[I:8].[Br:10]N1C(=O)CCC1=O.N(C(C)(C)C#N)=NC(C)(C)C#N>C(Cl)(Cl)(Cl)Cl>[Cl:1][C:2]1[CH:3]=[C:4]([CH:5]=[CH:6][C:7]=1[I:8])[CH2:9][Br:10]. Yields the product ClC=1C=C(CBr)C=CC1I (3-Chloro-4-iodo-benzyl bromide). The reactants are ClC=1C=C(C=CC1I)C (3-Chloro-4-iodo-toluene), BrN1C(CCC1=O)=O (N-bromosuccinimide), N(=NC(C#N)(C)C)C(C#N)(C)C (azobisisobutyronitrile). The solvent is C(Cl)(Cl)(Cl)Cl (carbon tetrachloride). Reported procedure: A suspension of 40.4 g (160 mmol) of the compound from Example XXXI in 400 ml of carbon tetrachloride, 31.3 g of N-bromosuccinimide (176 mmol) and 2.63 g of azobisisobutyronitrile (16 mmol) is heated under reflux overnight. After cooling, the precipitate is filtered off with suction and washed with carbon tetrachloride. The combined filtrates are concentrated and the residue is further reacted in the crude state.